From a dataset of the Open Reaction Database (ORD), a public repository of structured organic reaction records. describe an organic reaction: reactants, conditions, products, and yield The reactants are O=C(O)C(=O)O, O=C(O)C(=O)O, CC(C)C[AlH]CC(C)C, Cc1ccccc1, C(#Cc1ccc(Cc2c(-c3ccc(OCCN4CCCC4)cc3)sc3ccccc23)cc1)CN1CCCC1. Reaction SMILES: [C:1]([C:2](=[O:3])[OH:4])(=[O:5])[OH:6].[C:7]([C:8](=[O:9])[OH:10])(=[O:11])[OH:12].[CH3:51][CH:52]([CH2:53][AlH:54][CH2:55][CH:56]([CH3:57])[CH3:58])[CH3:59].[CH3:60][c:61]1[cH:62][cH:63][cH:64][cH:65][cH:66]1.[N:13]1([CH2:18][C:19]#[C:20][c:21]2[cH:22][cH:23][c:24]([CH2:25][c:26]3[c:27]4[c:28]([s:29][c:30]3-[c:31]3[cH:32][cH:33][c:34]([O:35][CH2:36][CH2:37][N:38]5[CH2:39][CH2:40][CH2:41][CH2:42]5)[cH:43][cH:44]3)[cH:45][cH:46][cH:47][cH:48]4)[cH:49][cH:50]2)[CH2:14][CH2:15][CH2:16][CH2:17]1>>[C:1]([C:2](=[O:3])[OH:4])(=[O:5])[OH:6].[C:7]([C:8](=[O:9])[OH:10])(=[O:11])[OH:12].[N:13]1([CH2:18][CH:19]=[CH:20][c:21]2[cH:22][cH:23][c:24]([CH2:25][c:26]3[c:27]4[c:28]([s:29][c:30]3-[c:31]3[cH:32][cH:33][c:34]([O:35][CH2:36][CH2:37][N:38]5[CH2:39][CH2:40][CH2:41][CH2:42]5)[cH:43][cH:44]3)[cH:45][cH:46][cH:47][cH:48]4)[cH:49][cH:50]2)[CH2:14][CH2:15][CH2:16][CH2:17]1. Yields the product O=C(O)C(=O)O, O=C(O)C(=O)O, C(=Cc1ccc(Cc2c(-c3ccc(OCCN4CCCC4)cc3)sc3ccccc23)cc1)CN1CCCC1.